Dataset: the Open Reaction Database (ORD), a public repository of structured organic reaction records. Task: describe an organic reaction: reactants, conditions, products, and yield Starting materials: COCC1C(c2ccccc2)C1(C(=O)OC(C)(C)C)C(=O)N(C)OC, ClCCl, O=C(O)C(F)(F)F. Yields the product COCC1C(c2ccccc2)C1(C(=O)O)C(=O)N(C)OC. Reaction SMILES: [C:1]([CH3:2])([CH3:3])([CH3:4])[O:5][C:6](=[O:7])[C:8]1([C:20]([N:21]([CH3:22])[O:23][CH3:24])=[O:25])[CH:9]([CH2:17][O:18][CH3:19])[CH:10]1[c:11]1[cH:12][cH:13][cH:14][cH:15][cH:16]1.[Cl:33][CH2:34][Cl:35].[OH:26][C:27]([C:28]([F:29])([F:30])[F:31])=[O:32]>>[O:5]=[C:6]([OH:7])[C:8]1([C:20]([N:21]([CH3:22])[O:23][CH3:24])=[O:25])[CH:9]([CH2:17][O:18][CH3:19])[CH:10]1[c:11]1[cH:12][cH:13][cH:14][cH:15][cH:16]1. Reactants: COC1=C(CNC2=C(C=C(C#N)C=C2)NC2=NC=C(C(=N2)SC#N)[N+](=O)[O-])C=CC(=C1)OC (4-(2,4-dimethoxybenzylamino)-3-(5-nitro-4-thiocyanatopyrimidin-2-ylamino)benzonitrile), Cl.FC=1C=C2[C@@H](CCOC2=CC1)N ((R)-6-fluorochroman-4-amine hydrochloride), O (water). The solvent is CS(=O)C (DMSO), CS(=O)C (DMSO), CCN(C(C)C)C(C)C (DIEA). Product: COC1=C(CNC2=C(C=C(C#N)C=C2)NC2=NC=C(C(=N2)N[C@@H]2CCOC3=CC=C(C=C23)F)[N+](=O)[O-])C=CC(=C1)OC ((R)-4-(2,4-dimethoxybenzylamino)-3-(4-(6-fluorochroman-4-ylamino)-5-nitropyrimidin-2-ylamino)benzonitrile). RXN SMILES: [CH3:1][O:2][C:3]1[CH:31]=[C:30]([O:32][CH3:33])[CH:29]=[CH:28][C:4]=1[CH2:5][NH:6][C:7]1[CH:14]=[CH:13][C:10]([C:11]#[N:12])=[CH:9][C:8]=1[NH:15][C:16]1[N:21]=[C:20](SC#N)[C:19]([N+:25]([O-:27])=[O:26])=[CH:18][N:17]=1.Cl.[F:35][C:36]1[CH:37]=[C:38]2[C:43](=[CH:44][CH:45]=1)[O:42][CH2:41][CH2:40][C@H:39]2[NH2:46].O>CS(C)=O.CCN(C(C)C)C(C)C>[CH3:1][O:2][C:3]1[CH:31]=[C:30]([O:32][CH3:33])[CH:29]=[CH:28][C:4]=1[CH2:5][NH:6][C:7]1[CH:14]=[CH:13][C:10]([C:11]#[N:12])=[CH:9][C:8]=1[NH:15][C:16]1[N:21]=[C:20]([NH:46][C@H:39]2[C:38]3[C:43](=[CH:44][CH:45]=[C:36]([F:35])[CH:37]=3)[O:42][CH2:41][CH2:40]2)[C:19]([N+:25]([O-:27])=[O:26])=[CH:18][N:17]=1 |f:1.2|. Procedure: A solution of 4-(2,4-dimethoxybenzylamino)-3-(5-nitro-4-thiocyanatopyrimidin-2-ylamino)benzonitrile (139 mg) in anhydrous DMSO (3 mL) was added to solution of (R)-6-fluorochroman-4-amine hydrochloride (79 mg) in anhydrous DMSO (3 mL) and DIEA (0.21 mL), the resulting dark red solution was stirred at RT under an atmosphere of Ar over which time the solution lighten to yellow. Upon completion of the reaction, the mixture was cooled to 0° C. with an ice bath, and water (25 mL) was added (exotherm).... Reactants: Cn1c(CN2CCN(C(C)(C)C)CC2)nc2c(N3CCOCC3)nc(Cl)nc21, CC1(C)OB(c2ccnc3ccccc23)OC1(C)C. Product: Cn1c(CN2CCN(C(C)(C)C)CC2)nc2c(N3CCOCC3)nc(-c3ccnc4ccccc34)nc21. RXN SMILES: [C:1]([CH3:2])([CH3:3])([CH3:4])[N:5]1[CH2:6][CH2:7][N:8]([CH2:11][c:12]2[n:13]([CH3:28])[c:14]3[n:15][c:16]([Cl:27])[n:17][c:18]([N:21]4[CH2:22][CH2:23][O:24][CH2:25][CH2:26]4)[c:19]3[n:20]2)[CH2:9][CH2:10]1.[CH3:29][C:30]1([CH3:31])[C:32]([CH3:33])([CH3:34])[O:35][B:36]([c:37]2[cH:38][cH:39][n:40][c:41]3[cH:42][cH:43][cH:44][cH:45][c:46]23)[O:47]1>>[C:1]([CH3:2])([CH3:3])([CH3:4])[N:5]1[CH2:6][CH2:7][N:8]([CH2:11][c:12]2[n:13]([CH3:28])[c:14]3[n:15][c:16](-[c:37]4[cH:38][cH:39][n:40][c:41]5[cH:42][cH:43][cH:44][cH:45][c:46]45)[n:17][c:18]([N:21]4[CH2:22][CH2:23][O:24][CH2:25][CH2:26]4)[c:19]3[n:20]2)[CH2:9][CH2:10]1. The reactants are OCC=1OC=C(C(C1)=O)OCCC (2-hydroxymethyl-5-propoxy-pyran-4-one), [OH-].[NH4+] (ammonium hydroxide). Conditions: temperature 90 celsius. The product is OCC1=NC=C(C(=C1)O)OCCC (2-Hydroxymethyl-5-propoxy-pyridin-4-ol). As a reaction SMILES: [OH:1][CH2:2][C:3]1O[CH:5]=[C:6]([O:10][CH2:11][CH2:12][CH3:13])[C:7](=[O:9])[CH:8]=1.[OH-].[NH4+:15]>>[OH:1][CH2:2][C:3]1[CH:8]=[C:7]([OH:9])[C:6]([O:10][CH2:11][CH2:12][CH3:13])=[CH:5][N:15]=1 |f:1.2|. Procedure details: A mixture of 2-hydroxymethyl-5-propoxy-pyran-4-one (30.0 g, 0.163 mole), 150 mL ammonium hydroxide is stirred and heated in a sealed vessel at 90° C. for 2 hours. The reaction mixture is cooled, evaporated to dryness in-vacuo, taken up in 15% methanol in chloroform and passed thru a pad of magnesol and silica gel eluting with the same solvent. The eluate is evaporated, treated with acetone, filtered, washed with acetone and air dried to give a-grey solid, 8.03 g, (80%), m.p. 159-60° C.; MS (ES+)... The reactants are O=c1[nH]c2c(cnn2-c2c(F)cccc2F)nc1Br, COCCOC, [Cl-], CI, [LiH], [NH4+], CN(C)C=O. Product: COc1nc2c(cnn2-c2c(F)cccc2F)nc1Br. RXN SMILES: [Br:1][c:2]1[c:3](=[O:19])[nH:4][c:5]2[c:6]([n:7]1)[cH:8][n:9][n:10]2-[c:11]1[c:12]([F:18])[cH:13][cH:14][cH:15][c:16]1[F:17].[CH3:25][O:26][CH2:27][CH2:28][O:29][CH3:30].[Cl-:23].[I:21][CH3:22].[LiH:20].[NH4+:24].[O:31]=[CH:32][N:33]([CH3:34])[CH3:35]>>[Br:1][c:2]1[c:3]([O:19][CH3:22])[n:4][c:5]2[c:6]([n:7]1)[cH:8][n:9][n:10]2-[c:11]1[c:12]([F:18])[cH:13][cH:14][cH:15][c:16]1[F:17]. The reactants are CCOC(C)=O, CO, CCc1nc(Cl)c([N+](=O)[O-])c(Cl)n1. Product: CCc1nc(Cl)c(N)c(Cl)n1. RXN SMILES: [CH3:14][CH2:15][O:16][C:17]([CH3:18])=[O:19].[CH3:20][OH:21].[Cl:1][c:2]1[n:3][c:4]([CH2:12][CH3:13])[n:5][c:6]([Cl:11])[c:7]1[N+:8]([O-:9])=[O:10]>>[Cl:1][c:2]1[n:3][c:4]([CH2:12][CH3:13])[n:5][c:6]([Cl:11])[c:7]1[NH2:8].